Dataset: the Open Reaction Database (ORD), a public repository of structured organic reaction records. Task: describe an organic reaction: reactants, conditions, products, and yield The reactants are C(#N)C1=CC(=C(C=C1)S(=O)(=O)N1C[C@@H](N(CC1)C(=O)OC(C)(C)C)C)C (1,1-Dimethylethyl (2S)-4-[(4-cyano-2-methylphenyl)sulfonyl]-2-methyl-1-piperazinecarboxylate), C(#N)C1=CC(=C(C=C1)S(=O)(=O)N1C[C@@H](N(CC1)C(=O)OC(C)(C)C)C)C (1,1-Dimethylethyl (2S)-4-[(4-cyano-2-methylphenyl)sulfonyl]-2-methyl-1-piperazinecarboxylate), Cl (hydrochloric acid), O1CCOCC1 (dioxane). Run in C(Cl)Cl (DCM). Reaction conditions: time 2 hour. Product: CC=1C=C(C#N)C=CC1S(=O)(=O)N1C[C@@H](NCC1)C (3-Methyl-4-{[(3S)-3-methyl-1-piperazinyl]sulfonyl}benzonitrile). The yield is 98.5%. Reaction SMILES: [C:1]([C:3]1[CH:8]=[CH:7][C:6]([S:9]([N:12]2[CH2:17][CH2:16][N:15](C(OC(C)(C)C)=O)[C@@H:14]([CH3:25])[CH2:13]2)(=[O:11])=[O:10])=[C:5]([CH3:26])[CH:4]=1)#[N:2].Cl.O1CCOCC1>C(Cl)Cl>[CH3:26][C:5]1[CH:4]=[C:3]([CH:8]=[CH:7][C:6]=1[S:9]([N:12]1[CH2:17][CH2:16][NH:15][C@@H:14]([CH3:25])[CH2:13]1)(=[O:11])=[O:10])[C:1]#[N:2]. Procedure details: 1,1-Dimethylethyl (2S)-4-[(4-cyano-2-methylphenyl)sulfonyl]-2-methyl-1-piperazinecarboxylate (may be prepared as described in Intermediate 12; 5.52 g, 14.54 mmol) was dissolved in DCM (80 ml) and then 4M hydrochloric acid in dioxane (36.3 mL, 145 mmol) was added at room temperature and the reaction mixture was stirred for two hours. The solvent was removed under vacuum to give the title compound (4.0 g) as a white solid. Reactants: Cc1noc(C)c1-c1c(C(=N)[O-])c2ccccc2n1-c1ccc(O)cc1, CCO, CCOC(C)=O, NN. Product: Cc1noc(C)c1-c1c(C(N)=NN)c2ccccc2n1-c1ccc(O)cc1. Reaction SMILES: [CH3:1][c:2]1[n:3][o:4][c:5]([CH3:26])[c:6]1-[c:7]1[n:8](-[c:19]2[cH:20][cH:21][c:22]([OH:25])[cH:23][cH:24]2)[c:9]2[cH:10][cH:11][cH:12][cH:13][c:14]2[c:15]1[C:16]([O-:17])=[NH:18].[CH3:29][CH2:30][OH:31].[CH3:32][CH2:33][O:34][C:35]([CH3:36])=[O:37].[NH2:27][NH2:28]>>[CH3:1][c:2]1[n:3][o:4][c:5]([CH3:26])[c:6]1-[c:7]1[n:8](-[c:19]2[cH:20][cH:21][c:22]([OH:25])[cH:23][cH:24]2)[c:9]2[cH:10][cH:11][cH:12][cH:13][c:14]2[c:15]1[C:16]([NH2:18])=[N:27][NH2:28]. Starting materials: FC1=CC=C(CN2C=CC=3C2=CN=C(C3CCO)C(=O)NOC3OCCCC3)C=C1 (1-(4-fluorobenzyl)-4-(2-hydroxyethyl)-N-(tetrahydro-2H-pyran-2-yloxy)-1H-pyrrolo[2,3-c]pyridine-5-carboxamide), C1(=CC=CC=C1)P(C1=CC=CC=C1)C1=CC=CC=C1 (triphenylphosphine), CC(C)OC(=O)/N=N/C(=O)OC(C)C (diisopropylazodicarboxylate). The solvent is C1CCOC1 (THF), C1CCOC1 (THF). Reaction conditions: time 1 hour. Product: FC1=CC=C(CN2C=CC3=C4C(=NC=C32)C(OCC4)=O)C=C1 (7-(4-fluorobenzyl)-1,7-dihydropyrano[3,4-b]pyrrolo[3,2-d]pyridin-4(2H)-one). Isolated yield 103.8%. Reaction SMILES: [F:1][C:2]1[CH:30]=[CH:29][C:5]([CH2:6][N:7]2[C:11]3=[CH:12][N:13]=[C:14]([C:19](NOC4CCCCO4)=[O:20])[C:15]([CH2:16][CH2:17][OH:18])=[C:10]3[CH:9]=[CH:8]2)=[CH:4][CH:3]=1.C1(P(C2C=CC=CC=2)C2C=CC=CC=2)C=CC=CC=1.CC(OC(/N=N/C(OC(C)C)=O)=O)C>C1COCC1>[F:1][C:2]1[CH:3]=[CH:4][C:5]([CH2:6][N:7]2[C:11]3[C:10](=[C:15]4[CH2:16][CH2:17][O:18][C:19](=[O:20])[C:14]4=[N:13][CH:12]=3)[CH:9]=[CH:8]2)=[CH:29][CH:30]=1. Procedure details: To a stirred solution of 1-(4-fluorobenzyl)-4-(2-hydroxyethyl)-N-(tetrahydro-2H-pyran-2-yloxy)-1H-pyrrolo[2,3-c]pyridine-5-carboxamide (0.16 g, 0.39 mmol) and triphenylphosphine (0.12 g, 0.46 mmol) in THF (10 mL), was added dropwise diisopropylazodicarboxylate (0.09 mL, 94 mg, 0.46 mmol) in THF (1 mL) was added. The resulting mixture was stirred at room temperature for 1 hour, and the solvent was evaporated. Purification by Biotage chromatography provided 0.12 g of a crude material that was used... The reactants are CCO, Cn1c(-c2cncc(CN3C(=O)c4ccccc4C3=O)c2)c(C#N)c2ccc(Cl)cc21, NN. Yields the product Cn1c(-c2cncc(CN)c2)c(C#N)c2ccc(Cl)cc21. RXN SMILES: [CH3:34][CH2:35][OH:36].[Cl:1][c:2]1[cH:3][cH:4][c:5]2[c:6]([C:30]#[N:31])[c:7](-[c:12]3[cH:13][n:14][cH:15][c:16]([CH2:18][N:19]4[C:20](=[O:21])[c:22]5[c:23]([cH:24][cH:25][cH:26][cH:27]5)[C:28]4=[O:29])[cH:17]3)[n:8]([CH3:11])[c:9]2[cH:10]1.[NH2:32][NH2:33]>>[Cl:1][c:2]1[cH:3][cH:4][c:5]2[c:6]([C:30]#[N:31])[c:7](-[c:12]3[cH:13][n:14][cH:15][c:16]([CH2:18][NH2:19])[cH:17]3)[n:8]([CH3:11])[c:9]2[cH:10]1. Starting materials: ClC1=CC=C(C=C1)C(CCC1=CC2=CC=CC=C2C=C1)=O (1-(4-chlorophenyl)-3-(2-naphthalenyl)propan-1-one), ClC1=CC=C(C=C1)CC/C(=C/C(=O)OCC)/C1=CC2=CC=CC=C2C=C1 ((Z)-ethyl 5-(4-chlorophenyl)-3-(2-naphthalenyl)pent-2-enoate). Yields the product ClC1=CC=C(C=C1)CC\C(=C/C(=O)OCC)\C1=CC2=CC=CC=C2C=C1 ((E)-ethyl 5-(4-chlorophenyl)-3-(2-naphthalenyl)pent-2-enoate). RXN SMILES: ClC1C=CC(C(=O)CCC2C=CC3C(=CC=CC=3)C=2)=CC=1.[Cl:22][C:23]1[CH:28]=[CH:27][C:26]([CH2:29][CH2:30]/[C:31](/[C:38]2[CH:47]=[CH:46][C:45]3[C:40](=[CH:41][CH:42]=[CH:43][CH:44]=3)[CH:39]=2)=[CH:32]/[C:33]([O:35][CH2:36][CH3:37])=[O:34])=[CH:25][CH:24]=1>>[Cl:22][C:23]1[CH:24]=[CH:25][C:26]([CH2:29][CH2:30]/[C:31](/[C:38]2[CH:47]=[CH:46][C:45]3[C:40](=[CH:41][CH:42]=[CH:43][CH:44]=3)[CH:39]=2)=[CH:32]\[C:33]([O:35][CH2:36][CH3:37])=[O:34])=[CH:27][CH:28]=1. Procedure: By a procedure similar to that of example 1.85.3, starting from 1-(4-chlorophenyl)-3-(2-naphthalenyl)propan-1-one, (Z)-ethyl 5-(4-chlorophenyl)-3-(2-naphthalenyl)pent-2-enoate and (E)-ethyl 5-(4-chlorophenyl)-3-(2-naphthalenyl)pent-2-enoate were obtained as colourless oils. Starting materials: ClC1=C(C=O)C=CC=C1 (2-chlorobenzaldehyde), COC1=CC=C(N)C=C1 (4-methoxyaniline), O (water). The solvent is C1(=CC=CC=C1)C (toluene). Reaction conditions: temperature 45 celsius. Product: COC1=CC=C(C=C1)NCC1=C(C=CC=C1)Cl (N-(4-methoxyphenyl)-2-chlorobenzylamine). RXN SMILES: [Cl:1][C:2]1[CH:9]=[CH:8][CH:7]=[CH:6][C:3]=1[CH:4]=O.[CH3:10][O:11][C:12]1[CH:18]=[CH:17][C:15]([NH2:16])=[CH:14][CH:13]=1.O>C1(C)C=CC=CC=1>[CH3:10][O:11][C:12]1[CH:18]=[CH:17][C:15]([NH:16][CH2:4][C:3]2[CH:6]=[CH:7][CH:8]=[CH:9][C:2]=2[Cl:1])=[CH:14][CH:13]=1. Procedure: A solution of 2-chlorobenzaldehyde (70 g.) and 4-methoxyaniline (61.5g.) in toluene (750 ml.) was refluxed under a Dean and Stark separator until no more water collected (ca. 1 hour). The toluene was evaporated in vacuo, and the residue was dissolved in methanol (1.5 l.). The methanolic solution was treated at room temperature with sodium borohydride (60 g.) added portionwise so that, with gentle cooling, the temperature was maintained at 40-50° C. The solution was then refluxed for 15 minutes, ... Starting materials: CCO, Cl, NN1CCNC1=O, [Na+], [OH-], O=Cc1ccc(O)c(O)c1. Product: O=C1NCCN1N=Cc1ccc(O)c(O)c1. Reaction SMILES: [CH3:21][CH2:22][OH:23].[ClH:1].[NH2:2][N:3]1[C:4](=[O:8])[NH:5][CH2:6][CH2:7]1.[Na+:10].[OH-:9].[OH:11][c:12]1[cH:13][c:14]([CH:15]=[O:16])[cH:17][cH:18][c:19]1[OH:20]>>[N:2]([N:3]1[C:4](=[O:8])[NH:5][CH2:6][CH2:7]1)=[CH:15][c:14]1[cH:13][c:12]([OH:11])[c:19]([OH:20])[cH:18][cH:17]1. Starting materials: 4-trifluoropiperidine hydrochloride, C([O-])([O-])=O.[K+].[K+] (potassium carbonate), BrCC=1N=C(SC1COC1=CC(=C(C=C1)C1=NOC(N1)=O)F)C1=CC=C(C=C1)C(F)(F)F (3-{4-[4-bromomethyl-2-(4-trifluoromethyl-phenyl)-thiazol-5-ylmethoxy]-2-fluoro-phenyl}-4H-[1,2,4]oxadiazol-5-one), C(C)#N (acetonitrile). Conditions: time 8 hour. The product is FC1=C(C=CC(=C1)OCC1=C(N=C(S1)C1=CC=C(C=C1)C(F)(F)F)CN1CCC(CC1)C(F)(F)F)C1=NOC(N1)=O (3-{2-fluoro-4-[2-(4-trifluoromethyl-phenyl)-4-(4-trifluoromethyl-piperidin-1-ylmethyl)-thiazol-5-ylmethoxy]-phenyl}-4H-[1,2,4]oxadiazol-5-one). As a reaction SMILES: Br[CH2:2][C:3]1[N:4]=[C:5]([C:23]2[CH:28]=[CH:27][C:26]([C:29]([F:32])([F:31])[F:30])=[CH:25][CH:24]=2)[S:6][C:7]=1[CH2:8][O:9][C:10]1[CH:15]=[CH:14][C:13]([C:16]2[NH:20][C:19](=[O:21])[O:18][N:17]=2)=[C:12]([F:22])[CH:11]=1.C(=O)([O-])[O-].[K+].[K+].[C:39](#[N:41])[CH3:40]>>[F:22][C:12]1[CH:11]=[C:10]([O:9][CH2:8][C:7]2[S:6][C:5]([C:23]3[CH:28]=[CH:27][C:26]([C:29]([F:32])([F:31])[F:30])=[CH:25][CH:24]=3)=[N:4][C:3]=2[CH2:2][N:41]2[CH2:24][CH2:25][CH:26]([C:29]([F:32])([F:31])[F:30])[CH2:40][CH2:39]2)[CH:15]=[CH:14][C:13]=1[C:16]1[NH:20][C:19](=[O:21])[O:18][N:17]=1 |f:1.2.3|. Procedure: To a mixture of 136 mg of 3-{4-[4-bromomethyl-2-(4-trifluoromethyl-phenyl)-thiazol-5-ylmethoxy]-2-fluoro-phenyl}-4H-[1,2,4]oxadiazol-5-one in 17 mL of acetonitrile was added 48.6 mg of 4-trifluoropiperidine hydrochloride and 70 mg of potassium carbonate. The resulting mixture was stirred overnight and then concentrated under reduced pressure. It was then taken into dichloromethane and washed with water. The aqueous layer was extracted with dichloromethane. The combined organic extracts were drie... The reactants are CN(C(=O)OC(C)(C)C)C(Cc1ccccc1)C(=O)O, CCN=C=NCCCN(C)C, CC(=O)NCCCCC(N)C(=O)N(C)C, CN(C)C=O, CCOC(C)=O, ClCCl, Cl, Cl, O, On1nnc2ccccc21. The product is CC(=O)NCCCCC(NC(=O)C(Cc1ccccc1)N(C)C(=O)OC(C)(C)C)C(=O)N(C)C. RXN SMILES: [C:13]([CH3:14])([CH3:15])([CH3:16])[O:17][C:18](=[O:19])[N:20]([CH3:21])[CH:22]([C:23](=[O:24])[OH:25])[CH2:26][c:27]1[cH:28][cH:29][cH:30][cH:31][cH:32]1.[CH3:2][N:3]([CH3:4])[CH2:5][CH2:6][CH2:7][N:8]=[C:9]=[N:10][CH2:11][CH3:12].[CH3:45][N:46]([C:47]([CH:48]([CH2:49][CH2:50][CH2:51][CH2:52][NH:53][C:54]([CH3:55])=[O:56])[NH2:57])=[O:58])[CH3:59].[CH3:63][N:64]([CH3:65])[CH:66]=[O:67].[CH3:68][CH2:69][O:70][C:71](=[O:72])[CH3:73].[Cl:60][CH2:61][Cl:62].[ClH:1].[ClH:44].[OH2:33].[OH:34][n:35]1[c:36]2[cH:37][cH:38][cH:39][cH:40][c:41]2[n:42][n:43]1>>[C:13]([CH3:14])([CH3:15])([CH3:16])[O:17][C:18](=[O:19])[N:20]([CH3:21])[CH:22]([C:23](=[O:25])[NH:57][CH:48]([C:47]([N:46]([CH3:45])[CH3:59])=[O:58])[CH2:49][CH2:50][CH2:51][CH2:52][NH:53][C:54]([CH3:55])=[O:56])[CH2:26][c:27]1[cH:28][cH:29][cH:30][cH:31][cH:32]1.